The task is: describe an organic reaction: reactants, conditions, products, and yield. This data is from the Open Reaction Database (ORD), a public repository of structured organic reaction records. Product: ClC1=CC(=C(C(=C1)F)C(CCC#N)C1=CNC2=C(C=CC=C12)CS(=O)C)F (4-(4-Chloro-2,6-difluorophenyl)-4-{7-[(methylsulfinyl)methyl]-1H-indol-3-yl}butanonitrile). Reactants: ClC1=CC(=C(C(=C1)F)C(CCC#N)C1=CNC2=C(C=CC=C12)CSC)F (4-(4-Chloro-2,6-difluorophenyl)-4-{7-[(methylsulfanyl)methyl]-1H-indol-3-yl}butanonitrile), ClCCl (dichloromethane), ClC1=CC(=CC=C1)C(=O)OO (meta-chloroperbenzoic acid). Procedure: 231 mg (0.59 mmol) of the compound from Example 153 were introduced into 40 ml of dichloromethane at 0° C., 198 mg (0.81 mmol) of 70% pure meta-chloroperbenzoic acid were added, and the mixture was stirred at 0° C. for 2 h. 2 ml of methanol were added, and the solution was concentrated. The residue was taken up in ethyl acetate and washed with saturated aqueous sodium bicarbonate solution, water and saturated aqueous sodium chloride solution, and the solvents were removed in a rotary evaporator.... Reaction conditions: temperature 0 celsius, time 2 hour. Solvent: CO (methanol). As a reaction SMILES: [Cl:1][C:2]1[CH:7]=[C:6]([F:8])[C:5]([CH:9]([C:14]2[C:22]3[C:17](=[C:18]([CH2:23][S:24][CH3:25])[CH:19]=[CH:20][CH:21]=3)[NH:16][CH:15]=2)[CH2:10][CH2:11][C:12]#[N:13])=[C:4]([F:26])[CH:3]=1.ClCCl.ClC1C=CC=C(C(OO)=[O:38])C=1>CO>[Cl:1][C:2]1[CH:3]=[C:4]([F:26])[C:5]([CH:9]([C:14]2[C:22]3[C:17](=[C:18]([CH2:23][S:24]([CH3:25])=[O:38])[CH:19]=[CH:20][CH:21]=3)[NH:16][CH:15]=2)[CH2:10][CH2:11][C:12]#[N:13])=[C:6]([F:8])[CH:7]=1.